This data is from the Open Reaction Database (ORD), a public repository of structured organic reaction records. The task is: describe an organic reaction: reactants, conditions, products, and yield Starting materials: C(C)(=O)OCC1=C(N2C([C@H]([C@H]2SC1)NC(=S)N=CN(C)C)=O)C(=O)OC(C1=CC=CC=C1)C1=CC=CC=C1 ((6R-trans)-3-[(acetyloxy)methyl]-7-[[[[(dimethylamino)methylene]amino]thioxomethyl]amino]-8-oxo-5-thia-1-azabicyclo[4.2.0]oct-2-ene-2-carboxylic acid, diphenylmethyl ester), BrCC(=O)C1=CC=CC=C1 (2-bromo-1-phenylethanone), C([O-])([O-])=O.[K+].[K+] (potassium carbonate). Procedure details: A mixture of 720 mg of (6R-trans)-3-[(acetyloxy)methyl]-7-[[[[(dimethylamino)methylene]amino]thioxomethyl]amino]-8-oxo-5-thia-1-azabicyclo[4.2.0]oct-2-ene-2-carboxylic acid, diphenylmethyl ester, 260 mg of 2-bromo-1-phenylethanone and 90 mg of potassium carbonate in 15 ml of dry acetonitrile was stirred for about 1 hour, then filtered and the filtrate evaporated, giving 526 mg of the desired product. Yields the product C(C)(=O)OCC1=C(N2C([C@H]([C@H]2SC1)NC=1SC(=CN1)C(C1=CC=CC=C1)=O)=O)C(=O)OC(C1=CC=CC=C1)C1=CC=CC=C1 ((6R-trans)-3-[(Acetyloxy)methyl]-7-[(5-benzoyl-2-thiazolyl)amino]-8-oxo-5-thia-1-azabicyclo[4.2.0]oct-2-ene-2-carboxylic acid, diphenylmethyl ester). The yield is 64.5%. Run at time 1 hour. RXN SMILES: [C:1]([O:4][CH2:5][C:6]1[CH2:13][S:12][C@H:11]2[N:8]([C:9](=[O:22])[C@H:10]2[NH:14][C:15]([N:17]=[CH:18]N(C)C)=[S:16])[C:7]=1[C:23]([O:25][CH:26]([C:33]1[CH:38]=[CH:37][CH:36]=[CH:35][CH:34]=1)[C:27]1[CH:32]=[CH:31][CH:30]=[CH:29][CH:28]=1)=[O:24])(=[O:3])[CH3:2].Br[CH2:40][C:41]([C:43]1[CH:48]=[CH:47][CH:46]=[CH:45][CH:44]=1)=[O:42].C(=O)([O-])[O-].[K+].[K+]>C(#N)C>[C:1]([O:4][CH2:5][C:6]1[CH2:13][S:12][C@H:11]2[N:8]([C:9](=[O:22])[C@H:10]2[NH:14][C:15]2[S:16][C:40]([C:41](=[O:42])[C:43]3[CH:48]=[CH:47][CH:46]=[CH:45][CH:44]=3)=[CH:18][N:17]=2)[C:7]=1[C:23]([O:25][CH:26]([C:27]1[CH:28]=[CH:29][CH:30]=[CH:31][CH:32]=1)[C:33]1[CH:38]=[CH:37][CH:36]=[CH:35][CH:34]=1)=[O:24])(=[O:3])[CH3:2] |f:2.3.4|. Run in C(C)#N (acetonitrile). Reactants: O=C1OCCN1C1=CC=C(NC=C(C(=O)OCC)C(=O)OCC)C=C1 (diethyl 2-{[4-(2-oxo-1,3-oxazolidin-3-yl)anilino]-methylene}-malonate), C1(=CC=CC=C1)OC1=CC=CC=C1 (diphenyl ether). Run in C(C)OCC (diethyl ether). Conditions: temperature 235 celsius. Yields the product OC1=C(C=NC2=CC=C(C=C12)N1C(OCC1)=O)C(=O)OCC (ethyl 4-hydroxy-6-(2-oxo-1,3-oxazolidin-3-yl)-3-quinolinecarboxylate). The yield is 42.6%. As a reaction SMILES: [O:1]=[C:2]1[N:6]([C:7]2[CH:25]=[CH:24][C:10]([NH:11][CH:12]=[C:13]([C:19]([O:21]CC)=O)[C:14]([O:16][CH2:17][CH3:18])=[O:15])=[CH:9][CH:8]=2)[CH2:5][CH2:4][O:3]1.C1(OC2C=CC=CC=2)C=CC=CC=1>C(OCC)C>[OH:21][C:19]1[C:24]2[C:10](=[CH:9][CH:8]=[C:7]([N:6]3[CH2:5][CH2:4][O:3][C:2]3=[O:1])[CH:25]=2)[N:11]=[CH:12][C:13]=1[C:14]([O:16][CH2:17][CH3:18])=[O:15]. Procedure details: To a flask containing diethyl 2-{[4-(2-oxo-1,3-oxazolidin-3-yl)anilino]-methylene}-malonate (0.46 g) is added diphenyl ether (6 mL). The reaction mixture is heated from room temperature to 235° C. over 2 hours under a flow of argon gas. After 1 hour at 235° C. the reaction is cooled to room temperature, diluted with diethyl ether and filtered. The collected precipitate is washed repeatedly with diethyl ether then dried in vacuo to give 0.17 g of ethyl 4-hydroxy-6-(2-oxo-1,3-oxazolidin-3-yl)-3-qu... Starting materials: ClC1=NC=C(C=C1)[N+](=O)[O-] (2-chloro-5-nitropyridine), CNC.CO (dimethylamine MeOH). Run in CO (methanol). Product: CN(C1=NC=C(C=C1)[N+](=O)[O-])C (2-Dimethylamino-5-nitropyridine). Yield: 99.9%. Reaction SMILES: Cl[C:2]1[CH:7]=[CH:6][C:5]([N+:8]([O-:10])=[O:9])=[CH:4][N:3]=1.[CH3:11][NH:12][CH3:13].CO>CO>[CH3:11][N:12]([CH3:13])[C:2]1[CH:7]=[CH:6][C:5]([N+:8]([O-:10])=[O:9])=[CH:4][N:3]=1 |f:1.2|. Procedure: To a solution of 2-chloro-5-nitropyridine (317.08 mg, 2 mmol) in 1 ml of methanol was added of 2 M dimethylamine/MeOH (5 ml, 10 mmol) in a sealed tube at 0° C. The reaction mixture was warmed up to room temperature and stirred over night. After evaporating the solvent, the residue was diluted with EtOAc (20 ml), washed with saturated NaHCO3 aq., brine, dried over Na2SO4, filtered and concentrated by vacuum, yielding 334 mg (100%) of yellow solids. 1H NMR (CDCl3): 9.06 (d, J=2.7 Hz, 1H), 8.22-8.1... Starting materials: Cc1ccc(N2CCN(C(=O)c3ccc(Br)cc3S(C)(=O)=O)CC2)c(C)c1, CC(C)(C)C1COC(=O)N1. The product is Cc1ccc(N2CCN(C(=O)c3ccc(N4C(=O)OCC4C(C)(C)C)cc3S(C)(=O)=O)CC2)c(C)c1. As a reaction SMILES: [Br:1][c:2]1[cH:3][c:4]([S:24](=[O:25])(=[O:26])[CH3:27])[c:5]([C:8](=[O:9])[N:10]2[CH2:11][CH2:12][N:13]([c:16]3[c:17]([CH3:23])[cH:18][c:19]([CH3:22])[cH:20][cH:21]3)[CH2:14][CH2:15]2)[cH:6][cH:7]1.[C:28]([CH3:29])([CH3:30])([CH3:31])[CH:32]1[NH:33][C:34](=[O:37])[O:35][CH2:36]1>>[c:2]1([N:33]2[CH:32]([C:28]([CH3:29])([CH3:30])[CH3:31])[CH2:36][O:35][C:34]2=[O:37])[cH:3][c:4]([S:24](=[O:25])(=[O:26])[CH3:27])[c:5]([C:8](=[O:9])[N:10]2[CH2:11][CH2:12][N:13]([c:16]3[c:17]([CH3:23])[cH:18][c:19]([CH3:22])[cH:20][cH:21]3)[CH2:14][CH2:15]2)[cH:6][cH:7]1. The reactants are C=C[Sn](CCCC)(CCCC)CCCC, CCOC(=O)c1cnc(Cl)o1, C1COCCO1, Cl[Pd]Cl, c1ccc(P(c2ccccc2)c2ccccc2)cc1, c1ccc(P(c2ccccc2)c2ccccc2)cc1. Product: C=Cc1ncc(C(=O)OCC)o1. Reaction SMILES: [CH2:1]([CH2:2][CH2:14][CH3:15])[Sn:3]([CH2:4][CH2:5][CH2:6][CH3:7])([CH2:8][CH2:9][CH2:10][CH3:11])[CH:12]=[CH2:13].[Cl:16][c:17]1[o:18][c:19]([C:22](=[O:23])[O:24][CH2:25][CH3:26])[cH:20][n:21]1.[O:27]1[CH2:28][CH2:29][O:30][CH2:31][CH2:32]1.[Pd:33]([Cl:34])[Cl:35].[c:36]1([P:37]([c:38]2[cH:39][cH:40][cH:41][cH:42][cH:43]2)[c:44]2[cH:45][cH:46][cH:47][cH:48][cH:49]2)[cH:50][cH:51][cH:52][cH:53][cH:54]1.[c:55]1([P:56]([c:57]2[cH:58][cH:59][cH:60][cH:61][cH:62]2)[c:63]2[cH:64][cH:65][cH:66][cH:67][cH:68]2)[cH:69][cH:70][cH:71][cH:72][cH:73]1>>[CH:1](=[CH2:2])[c:17]1[o:18][c:19]([C:22](=[O:23])[O:24][CH2:25][CH3:26])[cH:20][n:21]1. Reactants: C1OC2CNCC2O1, CC#N, CCN(C(C)C)C(C)C, COc1cc2ncnc(Nc3cccc(Cl)c3F)c2cc1OCC1CCCN1C(=O)CCl, Cl. The product is COc1cc2ncnc(Nc3cccc(Cl)c3F)c2cc1OCC1CCCN1C(=O)CN1CC2OCOC2C1. RXN SMILES: [CH2:2]1[O:3][CH:4]2[CH2:5][NH:6][CH2:7][CH:8]2[O:9]1.[CH3:51][C:52]#[N:53].[CH:42]([N:43]([CH:44]([CH3:45])[CH3:46])[CH2:47][CH3:48])([CH3:49])[CH3:50].[Cl:10][c:11]1[c:12]([F:41])[c:13]([NH:14][c:15]2[n:16][cH:17][n:18][c:19]3[cH:20][c:21]([O:36][CH3:37])[c:22]([O:25][CH2:26][CH:27]4[N:28]([C:32]([CH2:33][Cl:34])=[O:35])[CH2:29][CH2:30][CH2:31]4)[cH:23][c:24]23)[cH:38][cH:39][cH:40]1.[ClH:1]>>[CH2:2]1[O:3][CH:4]2[CH2:5][N:6]([CH2:33][C:32]([N:28]3[CH:27]([CH2:26][O:25][c:22]4[c:21]([O:36][CH3:37])[cH:20][c:19]5[n:18][cH:17][n:16][c:15]([NH:14][c:13]6[c:12]([F:41])[c:11]([Cl:10])[cH:40][cH:39][cH:38]6)[c:24]5[cH:23]4)[CH2:31][CH2:30][CH2:29]3)=[O:35])[CH2:7][CH:8]2[O:9]1. The product is C1(=CC=CC=C1)C=1N=C(SC1)C=O (4-Phenylthiazole-2-carbaldehyde). Isolated yield 40.5%. As a reaction SMILES: [C:1]1([C:7]2[N:8]=[C:9]([CH2:12][OH:13])[S:10][CH:11]=2)[CH:6]=[CH:5][CH:4]=[CH:3][CH:2]=1>C(Cl)Cl.O=[Mn]=O>[C:1]1([C:7]2[N:8]=[C:9]([CH:12]=[O:13])[S:10][CH:11]=2)[CH:2]=[CH:3][CH:4]=[CH:5][CH:6]=1. The reactants are C1(=CC=CC=C1)C=1N=C(SC1)CO ((4-phenylthiazol-2-yl)methanol). Reported procedure: To (4-phenylthiazol-2-yl)methanol (900 mg, 4.7 mmol) in DCM (10 mL) was added MnO2 (4 g, 47 mmol), and the mixture was stirred at room temperature for 3 hours. The reaction mixture was then filtered, washed with water, extracted with EtOAc and dried over anhydrous sodium sulfate. The solution was concentrated under vacuum to give a crude product, which was purified by column chromatography to afford the title compound as a yellow solid (360 mg). The reagents and catalysts are O=[Mn]=O (MnO2). Reaction conditions: time 3 hour. The solvent is C(Cl)Cl (DCM).